This data is from the Open Reaction Database (ORD), a public repository of structured organic reaction records. The task is: describe an organic reaction: reactants, conditions, products, and yield The reactants are C(=O)(N1C=NC=C1)N1C=NC=C1 (carbonyldiimidazole), O1CCCC1.CN(C=O)C (tetrahydrofuran dimethylformamide), CN1CCN(CC1)CCCC#CC(=O)O (6-(4-methylpiperazinyl)-2-hexynoic acid), NC1=NC2=C(C(=NC1)C1=C(C=CC=C1)F)C(=CC=C2)OC (2-amino-6-methoxy-5-(o-fluorophenyl)-3H-1,4-benzodiazepine). Yields the product COC1=CC=CC2=C1C(=NCC=1N2C(=CC(N1)=O)C(CC)N1CCN(CC1)C)C1=C(C=CC=C1)F (8-methoxy-1-[1-(4-methylpiperazinyl)propyl]-7-(o-fluorophenyl)pyrimido[1,2-a][1,4]benzodiazepin-3(5H)-one). Reaction SMILES: C(N1C=CN=C1)(N1[CH:7]=[CH:6]N=C1)=O.[CH3:13][N:14]1[CH2:19][CH2:18][N:17]([CH2:20][CH2:21][CH2:22][C:23]#CC(O)=O)[CH2:16][CH2:15]1.[NH2:28][C:29]1[CH2:35][N:34]=[C:33]([C:36]2[CH:41]=[CH:40][CH:39]=[CH:38][C:37]=2[F:42])[C:32]2[C:43]([O:47][CH3:48])=[CH:44][CH:45]=[CH:46][C:31]=2[N:30]=1.[O:49]1CCCC1.CN(C)C=O>>[CH3:48][O:47][C:43]1[C:32]2[C:33]([C:36]3[CH:41]=[CH:40][CH:39]=[CH:38][C:37]=3[F:42])=[N:34][CH2:35][C:29]3[N:30]([C:21]([CH:20]([N:17]4[CH2:16][CH2:15][N:14]([CH3:13])[CH2:19][CH2:18]4)[CH2:6][CH3:7])=[CH:22][C:23](=[O:49])[N:28]=3)[C:31]=2[CH:46]=[CH:45][CH:44]=1 |f:3.4|. Reported procedure: In the manner given in Example 21, carbonyldiimidazole, 6-(4-methylpiperazinyl)-2-hexynoic acid, and 2-amino-6-methoxy-5-(o-fluorophenyl)-3H-1,4-benzodiazepine was stirred in tetrahydrofuran-dimethylformamide to give 8-methoxy-1-[1-(4-methylpiperazinyl)propyl]-7-(o-fluorophenyl)pyrimido[1,2-a][1,4]benzodiazepin-3(5H)-one. Reactants: C1(=C(C=CC=C1)N)N (orthophenylenediamine), N(=O)[O-].[Na+] (sodium nitrite), [OH-].[Na+] (sodium hydroxide). The solvent is C(C)(=O)O (acetic acid). Yields the product N1N=NC2=C1C=CC=C2 (1,2,3-benzotriazole). As a reaction SMILES: [C:1]1([NH2:8])[CH:6]=[CH:5][CH:4]=[CH:3][C:2]=1[NH2:7].[N:9]([O-])=O.[Na+].[OH-].[Na+]>C(O)(=O)C>[NH:7]1[C:2]2[CH:3]=[CH:4][CH:5]=[CH:6][C:1]=2[N:8]=[N:9]1 |f:1.2,3.4|. Procedure details: In carrying out the process of the present invention, an aqueous mixture or orthophenylenediamine and acetic acid is slowly added to a cooled sodium nitrite solution and the reaction carried out for a period of one to three hours at a concentration of from about 12 to about 22 percent by weight concentration of active ingredients. The order of addition of reagents is not important, as long as one reagent is added to the other at a rate sufficient to keep the temperature of the reaction below abo... Reactants: O1CC=C(C2=CC=CC=C12)C1=CC=C(C(=O)N[C@H]2[C@H](C[C@]3(CCCO3)C2)C(=O)OC)C=C1 (Methyl (5R,7S,8R)-8-{[4-(2H-chromen-4-yl)benzoyl]amino}-1-oxaspiro[4.4]nonane-7-carboxylate), 34e. Run in CO (methanol). Reaction conditions: time 6 hour. The product is O1CCC(C2=CC=CC=C12)C1=CC=C(C(=O)N[C@H]2[C@H](C[C@]3(CCCO3)C2)C(=O)OC)C=C1 (methyl (5R,7S,8R)-8-{[4-(3,4-dihydro-2H-chromen-4-yl)benzoyl]amino}-1-oxaspiro[4.4]nonane-7-carboxylate). Yield: 80.0%. Reaction SMILES: [O:1]1[C:10]2[C:5](=[CH:6][CH:7]=[CH:8][CH:9]=2)[C:4]([C:11]2[CH:32]=[CH:31][C:14]([C:15]([NH:17][C@@H:18]3[CH2:26][C@:21]4([O:25][CH2:24][CH2:23][CH2:22]4)[CH2:20][C@@H:19]3[C:27]([O:29][CH3:30])=[O:28])=[O:16])=[CH:13][CH:12]=2)=[CH:3][CH2:2]1>CO>[O:1]1[C:10]2[C:5](=[CH:6][CH:7]=[CH:8][CH:9]=2)[CH:4]([C:11]2[CH:12]=[CH:13][C:14]([C:15]([NH:17][C@@H:18]3[CH2:26][C@:21]4([O:25][CH2:24][CH2:23][CH2:22]4)[CH2:20][C@@H:19]3[C:27]([O:29][CH3:30])=[O:28])=[O:16])=[CH:31][CH:32]=2)[CH2:3][CH2:2]1. Procedure details: Methyl (5R,7S,8R)-8-{[4-(2H-chromen-4-yl)benzoyl]amino}-1-oxaspiro[4.4]nonane-7-carboxylate from reaction 34e (0.12 g, 0.29 mmol) was dissolved in methanol (30 mL), degassed with nitrogen, 5% Pd/C was added and the reaction was charged to 55 psi hydrogen. The reaction was shaken for 6 h. The catalyst was removed over Celite and the filtrate was concentrated to give methyl (5R,7S,8R)-8-{[4-(3,4-dihydro-2H-chromen-4-yl)benzoyl]amino}-1-oxaspiro[4.4]nonane-7-carboxylate (0.10 g, 80%) as a clear oil... Starting materials: Cc1cc(C)c2oc(Nc3ccc(B4OC(C)(C)C(C)(C)O4)cc3)nc2c1, COCCOC, CC(C)(C)OC(=O)N1CC(n2nc(I)c3c(N)ncnc32)C1, [Na+], [Na+], O=C([O-])[O-], O, c1ccc(P(c2ccccc2)(c2ccccc2)[Pd](P(c2ccccc2)(c2ccccc2)c2ccccc2)(P(c2ccccc2)(c2ccccc2)c2ccccc2)P(c2ccccc2)(c2ccccc2)c2ccccc2)cc1. The product is Cc1cc(C)c2oc(Nc3ccc(-c4nn(C5CN(C(=O)OC(C)(C)C)C5)c5ncnc(N)c45)cc3)nc2c1. RXN SMILES: [CH3:23][c:24]1[cH:25][c:26]([CH3:49])[c:27]2[c:28]([n:29][c:30]([NH:32][c:33]3[cH:34][cH:35][c:36]([B:39]4[O:40][C:41]([CH3:42])([CH3:43])[C:44]([CH3:45])([CH3:46])[O:47]4)[cH:37][cH:38]3)[o:31]2)[cH:48]1.[CH3:56][O:57][CH2:58][CH2:59][O:60][CH3:61].[NH2:1][c:2]1[c:3]2[c:4]([n:5][cH:6][n:7]1)[n:8]([CH:12]1[CH2:13][N:14]([C:16](=[O:17])[O:18][C:19]([CH3:20])([CH3:21])[CH3:22])[CH2:15]1)[n:9][c:10]2[I:11].[Na+:50].[Na+:51].[O-:52][C:53](=[O:54])[O-:55].[OH2:62].[cH:63]1[cH:64][cH:65][c:66]([P:67]([Pd:68]([P:69]([c:70]2[cH:71][cH:72][cH:73][cH:74][cH:75]2)([c:76]2[cH:77][cH:78][cH:79][cH:80][cH:81]2)[c:82]2[cH:83][cH:84][cH:85][cH:86][cH:87]2)([P:88]([c:89]2[cH:90][cH:91][cH:92][cH:93][cH:94]2)([c:95]2[cH:96][cH:97][cH:98][cH:99][cH:100]2)[c:101]2[cH:102][cH:103][cH:104][cH:105][cH:106]2)[P:107]([c:108]2[cH:109][cH:110][cH:111][cH:112][cH:113]2)([c:114]2[cH:115][cH:116][cH:117][cH:118][cH:119]2)[c:120]2[cH:121][cH:122][cH:123][cH:124][cH:125]2)([c:126]2[cH:127][cH:128][cH:129][cH:130][cH:131]2)[c:132]2[cH:133][cH:134][cH:135][cH:136][cH:137]2)[cH:138][cH:139]1>>[NH2:1][c:2]1[c:3]2[c:4]([n:5][cH:6][n:7]1)[n:8]([CH:12]1[CH2:13][N:14]([C:16](=[O:17])[O:18][C:19]([CH3:20])([CH3:21])[CH3:22])[CH2:15]1)[n:9][c:10]2-[c:36]1[cH:35][cH:34][c:33]([NH:32][c:30]2[n:29][c:28]3[c:27]([c:26]([CH3:49])[cH:25][c:24]([CH3:23])[cH:48]3)[o:31]2)[cH:38][cH:37]1. The reactants are FC(C=1C=C(C=CC1)NC(=O)N1CCC2=CC(=CC=C12)OC1=NC=NC(=C1)Cl)(F)F (5-(6-chloro-pyrimidin-4-yloxy)-2,3-dihydro-indole-1-carboxylic acid (3-trifluoromethyl-phenyl)-amide). Run in C(C)(C)N (isopropylamin). Yields the product FC(C=1C=C(C=CC1)NC(=O)N1CCC2=CC(=CC=C12)OC1=NC=NC(=C1)NC(C)C)(F)F (5-(6-Isopropylamino-pyrimidin-4-yloxy)-2,3-dihydro-indole-1-carboxylic acid (3-trifluormethyl-phenyl)-amide). As a reaction SMILES: [F:1][C:2]([F:30])([F:29])[C:3]1[CH:4]=[C:5]([NH:9][C:10]([N:12]2[C:20]3[C:15](=[CH:16][C:17]([O:21][C:22]4[CH:27]=[C:26](Cl)[N:25]=[CH:24][N:23]=4)=[CH:18][CH:19]=3)[CH2:14][CH2:13]2)=[O:11])[CH:6]=[CH:7][CH:8]=1>C(N)(C)C>[F:1][C:2]([F:30])([F:29])[C:3]1[CH:4]=[C:5]([NH:9][C:10]([N:12]2[C:20]3[C:15](=[CH:16][C:17]([O:21][C:22]4[CH:27]=[C:26]([NH:9][CH:5]([CH3:6])[CH3:4])[N:25]=[CH:24][N:23]=4)=[CH:18][CH:19]=3)[CH2:14][CH2:13]2)=[O:11])[CH:6]=[CH:7][CH:8]=1. Reported procedure: A solution of 261 mg (0.60 mMol) 5-(6-chloro-pyrimidin-4-yloxy)-2,3-dihydro-indole-1-carboxylic acid (3-trifluoromethyl-phenyl)-amide (WO 03/099771; ex. 163) in 15 ml isopropylamin is stirred for 18 h at rt and then concentrated in vacuo. The residue is dissolved in EtOAc and water and the aqueous layer extracted twice with EtOAc. -The organic layers are washed with water and brine, dried (Na2SO4) and concentrated. Column chromatography (SiO2; EtOAc/hexane 1:1) gives the title compound: m.p.: 18...